Task: describe an organic reaction: reactants, conditions, products, and yield. Dataset: the Open Reaction Database (ORD), a public repository of structured organic reaction records Reactants: N1C=CC2=CC=CC=C12 (indole), C(C)(C)(C)OC(=O)N1[C@@H](CCC1OC)C(=O)OC(C)(C)C (tert-butyl (2S,5RS)-1-tert-butyoxycarbonyl-5-methoxy-2-pyrrolidinecarboxylate), C1(=CC=C(C=C1)S(=O)(=O)O)C (para-toluenesulphonic acid), C(C)(C)(C)OC(=O)N1[C@@H](CC[C@@H]1C1=CNC2=CC=CC=C12)C(=O)OC(C)(C)C (tert-Butyl (2S,5R)-1-tert-butoxycarbonyl-5-(3-indolyl)-2-pyrrolidinecarboxylate), C([O-])(O)=O.[Na+] (sodium bicarbonate). The solvent is C(Cl)Cl (methylene chloride), C(Cl)Cl (methylene chloride). Reaction conditions: temperature 5 celsius, time 2 hour. The product is C(C)(C)(C)OC(=O)N1[C@@H](CC[C@@H]1C1=CNC2=CC=CC=C12)C(=O)OC(C)(C)C (tert-butyl (2S,5R)-1-tert-butoxycarbonyl-5-(3-indolyl)-2-pyrrolidinecarboxylate), C(C)(C)(C)OC(=O)N1[C@@H](CC[C@H]1C1=CNC2=CC=CC=C12)C(=O)OC(C)(C)C (tert-butyl (2S,5S)-1-tert-butoxycarbonyl-5-(3-indolyl)-2-pyrrolidinecarboxylate). Reaction SMILES: [C:1]([O:5][C:6]([N:8]1[C@@H:12]([C:13]2[C:21]3[C:16](=[CH:17][CH:18]=[CH:19][CH:20]=3)[NH:15][CH:14]=2)[CH2:11][CH2:10][C@H:9]1[C:22]([O:24][C:25]([CH3:28])([CH3:27])[CH3:26])=[O:23])=[O:7])([CH3:4])([CH3:3])[CH3:2].N1C2C(=CC=CC=2)C=C1.C(OC(N1C(OC)CC[C@H]1C(OC(C)(C)C)=O)=O)(C)(C)C.C1(C)C=CC(S(O)(=O)=O)=CC=1.C(=O)(O)[O-].[Na+]>C(Cl)Cl>[C:1]([O:5][C:6]([N:8]1[C@@H:12]([C:13]2[C:21]3[C:16](=[CH:17][CH:18]=[CH:19][CH:20]=3)[NH:15][CH:14]=2)[CH2:11][CH2:10][C@H:9]1[C:22]([O:24][C:25]([CH3:28])([CH3:27])[CH3:26])=[O:23])=[O:7])([CH3:4])([CH3:3])[CH3:2].[C:1]([O:5][C:6]([N:8]1[C@H:12]([C:13]2[C:21]3[C:16](=[CH:17][CH:18]=[CH:19][CH:20]=3)[NH:15][CH:14]=2)[CH2:11][CH2:10][C@H:9]1[C:22]([O:24][C:25]([CH3:28])([CH3:27])[CH3:26])=[O:23])=[O:7])([CH3:4])([CH3:3])[CH3:2] |f:4.5|. Procedure: tert-Butyl (2S,5R)-1-tert-butoxycarbonyl-5-(3-indolyl)-2-pyrrolidinecarboxylate may be prepared as follows: a solution of 3.5 g of indole in 30 cm3 of methylene chloride is added to a solution of 10.0 g of tert-butyl (2S,5RS)-1-tert-butyoxycarbonyl-5-methoxy-2-pyrrolidinecarboxylate and 0.6 g of para-toluenesulphonic acid in 100 cm3 of anhydrous methylene chloride, cooled to a temperature in the vicinity of 5° C. At the end of the addition, the reaction mixture is brought to a temperature in the... Starting materials: ClC1=NC(=NC=N1)NC1=CC(=CC=C1)CS(=O)(=O)C (4-chloro-N-{3-[(methylsulfonyl)methyl]phenyl}-1,3,5-triazin-2-amine), ClC1=C(COC2=C(C=CC=C2)B(O)O)C=CC=C1 ({2-[(2-chlorobenzyl)oxy]phenyl}boronic acid). The product is ClC1=C(COC2=C(C=CC=C2)C2=NC(=NC=N2)NC2=CC(=CC=C2)CS(=O)(=O)C)C=CC=C1 (4-{2-[(2-Chlorobenzyl)oxy]phenyl}-N-{3-[(methylsulfonyl)methyl]phenyl}-1,3,5-triazin-2-amine). RXN SMILES: Cl[C:2]1[N:7]=[CH:6][N:5]=[C:4]([NH:8][C:9]2[CH:14]=[CH:13][CH:12]=[C:11]([CH2:15][S:16]([CH3:19])(=[O:18])=[O:17])[CH:10]=2)[N:3]=1.[Cl:20][C:21]1[CH:37]=[CH:36][CH:35]=[CH:34][C:22]=1[CH2:23][O:24][C:25]1[CH:30]=[CH:29][CH:28]=[CH:27][C:26]=1B(O)O>>[Cl:20][C:21]1[CH:37]=[CH:36][CH:35]=[CH:34][C:22]=1[CH2:23][O:24][C:25]1[CH:30]=[CH:29][CH:28]=[CH:27][C:26]=1[C:2]1[N:7]=[CH:6][N:5]=[C:4]([NH:8][C:9]2[CH:14]=[CH:13][CH:12]=[C:11]([CH2:15][S:16]([CH3:19])(=[O:18])=[O:17])[CH:10]=2)[N:3]=1. Procedure: Example 27 was prepared under similar conditions as described in the preparation of Example 1 using crude 4-chloro-N-{3-[(methylsulfonyl)methyl]phenyl}-1,3,5-triazin-2-amine and {2-[(2-chlorobenzyl)oxy]phenyl}boronic acid (Aldrich Chemical Company Inc.). The batch was purified by preparative HPLC.